Dataset: the Open Reaction Database (ORD), a public repository of structured organic reaction records. Task: describe an organic reaction: reactants, conditions, products, and yield Starting materials: C(C)(C)(C)OC(=O)N1CCC2(CC(=NO2)C(=O)O)CC1 (8-(tert-butoxycarbonyl)-1-oxa-2,8-diazaspiro[4.5]dec-2-ene-3-carboxylic acid), C(CCl)Cl (EDC), C=1C=CC2=C(C1)N=NN2O (HOBt), C(CC1=CC=CC=C1)N (phenethylamine). The solvent is CN(C)C=O (DMF), CCOC(=O)C (EtOAc). Conditions: time 4 hour. The product is N2-phenylethyl, O1N=C(CC12CCNCC2)C(=O)N (1-oxa-2,8-diazaspiro[4.5]dec-2-ene-3-carboxamide). Reaction SMILES: C(OC([N:8]1[CH2:20][CH2:19][C:11]2([O:15][N:14]=[C:13]([C:16](O)=[O:17])[CH2:12]2)[CH2:10][CH2:9]1)=O)(C)(C)C.C(Cl)CCl.C1C=CC2N(O)N=[N:31]C=2C=1.C(N)CC1C=CC=CC=1>CN(C=O)C.CCOC(C)=O>[O:15]1[C:11]2([CH2:19][CH2:20][NH:8][CH2:9][CH2:10]2)[CH2:12][C:13]([C:16]([NH2:31])=[O:17])=[N:14]1. Procedure details: To a solution of 8-(tert-butoxycarbonyl)-1-oxa-2,8-diazaspiro[4.5]dec-2-ene-3-carboxylic acid (300 mg, 1.06 mmol), EDC (242 mg, 1.26 mmol), HOBt (171 mg, 1.26 mmol) in DMF (4 mL) was added phenethylamine (159 μL, 1.26 mmol). After 4 h at room temperature, the reaction mixture was diluted with EtOAc (10 mL) and washed with H2O (1×5 mL) and brine (1×5 mL). The organic layer was dried over Na2SO4, filtered, and concentrated. The crude oil was taken up in CH2Cl2 (4 mL) and treated with TFA (2 mL). T... Starting materials: [N+](=O)([O-])C(C)C (2-nitropropane), C=O (paraformaldehyde), NCC(C)O (1-amino-2-propanol). Run in C(C)(C)O (isopropanol). Yields the product [N+](=O)([O-])C(CNCC(C)O)(C)C (1-(2-nitro-2-methylpropylamino)propan-2-ol). Reaction SMILES: [NH2:1][CH2:2][CH:3]([OH:5])[CH3:4].[N+:6]([CH:9]([CH3:11])[CH3:10])([O-:8])=[O:7].[CH2:12]=O>C(O)(C)C>[N+:6]([C:9]([CH3:12])([CH3:11])[CH2:10][NH:1][CH2:2][CH:3]([OH:5])[CH3:4])([O-:8])=[O:7]. Procedure details: Following the procedure described below in EXAMPLE 4A, step 1, 526.3 g (6.66 mol) of 1-amino-2-propanol (95%) are reacted with 561.6 g (6.05 mol) of 2-nitropropane (96%) and 181.7 g (6.05 mol) of paraformaldehyde in 100 ml of isopropanol to give the product which is used in the following reaction without any isolation. The reactants are [N+](=O)([O-])C=1C(=NC=CC1)NC1=CC(=CC=C1)\C=C\C=1C=NC=CC1 (3-nitro-2-[3-[(E)-2-(3-pyridyl)vinyl]phenylamino]pyridine), Cl (hydrochloric acid), C([O-])(O)=O.[Na+] (sodium bicarbonate). Reagents/catalysts: [Fe] (iron). Solvent: CO (methanol). The product is NC=1C(=NC=CC1)NC1=CC(=CC=C1)\C=C\C=1C=NC=CC1 (3-amino-2-[3-[(E)-2-(3-pyridyl)vinyl]phenylamino]pyridine). The yield is 65.2%. RXN SMILES: [N+:1]([C:4]1[C:5]([NH:10][C:11]2[CH:16]=[CH:15][CH:14]=[C:13](/[CH:17]=[CH:18]/[C:19]3[CH:20]=[N:21][CH:22]=[CH:23][CH:24]=3)[CH:12]=2)=[N:6][CH:7]=[CH:8][CH:9]=1)([O-])=O.Cl.C(=O)(O)[O-].[Na+]>CO.[Fe]>[NH2:1][C:4]1[C:5]([NH:10][C:11]2[CH:16]=[CH:15][CH:14]=[C:13](/[CH:17]=[CH:18]/[C:19]3[CH:20]=[N:21][CH:22]=[CH:23][CH:24]=3)[CH:12]=2)=[N:6][CH:7]=[CH:8][CH:9]=1 |f:2.3|. Procedure details: A mixture of 3-nitro-2-[3-[(E)-2-(3-pyridyl)vinyl]phenylamino]pyridine (493 mg), iron powder (0.35 g) and hydrochloric acid (35%, 1 ml) in methanol (5 ml) was stirred under reflux for 4 hours. Then the mixture was poured into aqueous sodium bicarbonate and extracted with ethyl acetate twice. The combined organic phase was washed with aqueous sodium bicarbonate and brine, dried over magnesium sulfate and concentrated. The resultant solid was collected and washed with isopropyl ether to give 3-ami... The reactants are ClC=1C(=NC=C(C1)C(F)(F)F)OC1=CC=C(C=C1)OC (3-chloro-2-p-methoxyphenoxy-5-trifluoromethylpyridine), Cl.N1=CC=CC=C1 (pyridine hydrochloride). Solvent: Cl (hydrochloric acid). The product is ClC=1C(=NC=C(C1)C(F)(F)F)OC1=CC=C(C=C1)O (3-chloro-2-p-hydroxyphenoxy-5-trifluoro methylpyridine). Reaction SMILES: [Cl:1][C:2]1[C:3]([O:12][C:13]2[CH:18]=[CH:17][C:16]([O:19]C)=[CH:15][CH:14]=2)=[N:4][CH:5]=[C:6]([C:8]([F:11])([F:10])[F:9])[CH:7]=1.Cl.N1C=CC=CC=1>Cl>[Cl:1][C:2]1[C:3]([O:12][C:13]2[CH:18]=[CH:17][C:16]([OH:19])=[CH:15][CH:14]=2)=[N:4][CH:5]=[C:6]([C:8]([F:11])([F:9])[F:10])[CH:7]=1 |f:1.2|. Reported procedure: The product from (e) (2 g) was heated with pyridine hydrochloride (20 g) at 170°-180° C. for 6 hours. The mixture was cooled, diluted with dilute hydrochloric acid, and extracted with ether. The ether extracts gave an oily solid which was purified by preparative thin layer chromatography using silica as the adsorbent and 6% ethanol-chloroform as the solvent. Reactants: ClC1=CC=C(OC2CCN(CC2)C(=O)C=2C=C(C(=O)O)C=CC2)C=C1 (3-(4-(4-chlorophenoxy)piperidine-1-carbonyl)benzoic acid), NC[C@@H](O)C1=CC=CC=C1 ((S)-2-amino-1-phenylethanol). The product is ClC1=CC=C(OC2CCN(CC2)C(=O)C=2C=C(C(=O)NC[C@H](C3=CC=CC=C3)O)C=CC2)C=C1 ((S)-3-(4-(4-Chlorophenoxy)piperidine-1-carbonyl)-N-(2-hydroxy-2-phenylethyl)benzamide). The yield is 51.0%. RXN SMILES: [Cl:1][C:2]1[CH:25]=[CH:24][C:5]([O:6][CH:7]2[CH2:12][CH2:11][N:10]([C:13]([C:15]3[CH:16]=[C:17]([CH:21]=[CH:22][CH:23]=3)[C:18](O)=[O:19])=[O:14])[CH2:9][CH2:8]2)=[CH:4][CH:3]=1.[NH2:26][CH2:27][C@H:28]([C:30]1[CH:35]=[CH:34][CH:33]=[CH:32][CH:31]=1)[OH:29]>>[Cl:1][C:2]1[CH:3]=[CH:4][C:5]([O:6][CH:7]2[CH2:12][CH2:11][N:10]([C:13]([C:15]3[CH:16]=[C:17]([CH:21]=[CH:22][CH:23]=3)[C:18]([NH:26][CH2:27][C@@H:28]([OH:29])[C:30]3[CH:35]=[CH:34][CH:33]=[CH:32][CH:31]=3)=[O:19])=[O:14])[CH2:9][CH2:8]2)=[CH:24][CH:25]=1. Procedure: The title compound was prepared in 51% yield (10.1 mg) prepared from 3-(4-(4-chlorophenoxy)piperidine-1-carbonyl)benzoic acid (Step-2) according to the procedure similar to that described in Step-2 of Example 349, using (S)-2-amino-1-phenylethanol instead of 25% ammonium water. Product: ClC1=NSC(=C1C(=O)OCC)C1=CCC(CC1)C (ethyl 3-chloro-5-(4-methylcyclohex-1-en-1-yl)-1,2-thiazole-4-carboxylate). As a reaction SMILES: [Cl:1][C:2]1[C:6]([C:7]([O:9][CH2:10][CH3:11])=[O:8])=[C:5](Cl)[S:4][N:3]=1.[CH3:13][CH:14]1[CH2:19][CH2:18][C:17](B(O)O)=[CH:16][CH2:15]1.[O-]P([O-])([O-])=O.[K+].[K+].[K+]>C1C=CC([P]([Pd]([P](C2C=CC=CC=2)(C2C=CC=CC=2)C2C=CC=CC=2)([P](C2C=CC=CC=2)(C2C=CC=CC=2)C2C=CC=CC=2)[P](C2C=CC=CC=2)(C2C=CC=CC=2)C2C=CC=CC=2)(C2C=CC=CC=2)C2C=CC=CC=2)=CC=1.O1CCOCC1>[Cl:1][C:2]1[C:6]([C:7]([O:9][CH2:10][CH3:11])=[O:8])=[C:5]([C:17]2[CH2:18][CH2:19][CH:14]([CH3:13])[CH2:15][CH:16]=2)[S:4][N:3]=1 |f:2.3.4.5,^1:34,36,55,74|. The solvent is O1CCOCC1 (dioxane). Conditions: temperature 90 celsius, time 8 hour. Procedure details: Into a 25-mL round-bottom flask purged and maintained with an inert atmosphere of nitrogen was placed ethyl 3,5-dichloro-1,2-thiazole-4-carboxylate (150 mg, 0.66 mmol, 1.00 equiv), (4-methylcyclohex-1-en-1-yl)boronic acid (103 mg, 0.74 mmol, 1.11 equiv), Pd(PPh3)4 (38 mg, 0.03 mmol, 0.05 equiv), K3PO4 (368 mg, 1.73 mmol, 2.61 equiv), dioxane (3 mL). The resulting solution was stirred overnight at 90° C. in an oil bath. The solids were removed by filtration. The resulting mixture was concentrated... Isolated yield 63.6%. The reagents and catalysts are C=1C=CC(=CC1)[P](C=2C=CC=CC2)(C=3C=CC=CC3)[Pd]([P](C=4C=CC=CC4)(C=5C=CC=CC5)C=6C=CC=CC6)([P](C=7C=CC=CC7)(C=8C=CC=CC8)C=9C=CC=CC9)[P](C=1C=CC=CC1)(C=1C=CC=CC1)C=1C=CC=CC1 (Pd(PPh3)4). Reactants: ClC1=NSC(=C1C(=O)OCC)Cl (ethyl 3,5-dichloro-1,2-thiazole-4-carboxylate), CC1CC=C(CC1)B(O)O ((4-methylcyclohex-1-en-1-yl)boronic acid), [O-]P(=O)([O-])[O-].[K+].[K+].[K+] (K3PO4).